This data is from the Open Reaction Database (ORD), a public repository of structured organic reaction records. The task is: describe an organic reaction: reactants, conditions, products, and yield The reactants are ClC1=CC=C(C(CC2CSCCC2=O)=O)C=C1 (3-(4-chlorophenacyl)-2,3,5,6-tetrahydrothiopyran-4-one), Cl (hydrochloric acid), CN(C)CCN (dimethylaminoethylamine), C(C)(=O)O (acetic acid). Solvent: O (water). Product: CN(CCN1C2=C(C=C1C1=CC=C(C=C1)Cl)CSCC2)C (1-(2-dimethylaminoethyl)-2(4-chlorophenyl)-1,4,6,7-tetrahydrothiopyrano[4,3-b]pyrrole). As a reaction SMILES: [Cl:1][C:2]1[CH:17]=[CH:16][C:5]([C:6](=O)[CH2:7][CH:8]2[C:13](=O)[CH2:12][CH2:11][S:10][CH2:9]2)=[CH:4][CH:3]=1.[CH3:18][N:19]([CH2:21][CH2:22][NH2:23])[CH3:20].C(O)(=O)C.Cl>O>[CH3:18][N:19]([CH3:20])[CH2:21][CH2:22][N:23]1[C:6]([C:5]2[CH:16]=[CH:17][C:2]([Cl:1])=[CH:3][CH:4]=2)=[CH:7][C:8]2[CH2:9][S:10][CH2:11][CH2:12][C:13]1=2. Reported procedure: A solution of 5.0 g (0.019 mole) of 3-(4-chlorophenacyl)-2,3,5,6-tetrahydrothiopyran-4-one, 7.14 g of dimethylaminoethylamine and 15 ml. of acetic acid is heated under reflux under nitrogen for 24 hours, diluted with water, acidified with hydrochloric acid, extracted with ether, neutralized with sodium hydroxide, and extracted with chloroform. The chloroform solution is dried over magnesium sulfate and concentrated. The residue is recrystallized from ethanol to give off-white crystals of 1-(2-di... The reactants are CC(=O)NCCC(=O)OC(C)(C)C, CCO, [NH4+], [OH-], O. RXN SMILES: [C:1]([CH3:2])([CH3:3])([CH3:4])[O:5][C:6]([CH2:7][CH2:8][NH:9][C:10]([CH3:11])=[O:12])=[O:13].[CH3:14][CH2:15][OH:16].[NH4+:19].[OH-:18].[OH2:17]>>[O:5]=[C:6]([CH2:7][CH2:8][NH:9][C:10]([CH3:11])=[O:12])[OH:13]. Yields the product CC(=O)NCCC(=O)O. Starting materials: CCC(C)(C)O, [K+], [OH-], CC(C)(CCC(C#N)(c1ccccc1)c1ccccc1)N1CC(Oc2cccc(O)c2)C1. Product: CC(C)(CCC(C(N)=O)(c1ccccc1)c1ccccc1)N1CC(Oc2cccc(O)c2)C1. RXN SMILES: [C:33]([CH2:34][CH3:35])([CH3:36])([CH3:37])[OH:38].[K+:40].[OH-:39].[OH:1][c:2]1[cH:3][c:4]([O:5][CH:6]2[CH2:7][N:8]([C:10]([CH2:11][CH2:12][C:13]([C:14]#[N:15])([c:16]3[cH:17][cH:18][cH:19][cH:20][cH:21]3)[c:22]3[cH:23][cH:24][cH:25][cH:26][cH:27]3)([CH3:28])[CH3:29])[CH2:9]2)[cH:30][cH:31][cH:32]1>>[OH:1][c:2]1[cH:3][c:4]([O:5][CH:6]2[CH2:7][N:8]([C:10]([CH2:11][CH2:12][C:13]([C:14]([NH2:15])=[O:38])([c:16]3[cH:17][cH:18][cH:19][cH:20][cH:21]3)[c:22]3[cH:23][cH:24][cH:25][cH:26][cH:27]3)([CH3:28])[CH3:29])[CH2:9]2)[cH:30][cH:31][cH:32]1. Starting materials: FC=1C=C(C=CC1)CCNC=1SCC(N1)=O (2-[2-(3-fluoro-phenyl)-ethylamino]-thiazol-4-one), C(C)OC1=NC(=NC2=CC=C(C=C12)C=O)NC (4-ethoxy-2-methylamino-quinazoline-6-carbaldehyde), C(C1=CC=CC=C1)(=O)O (benzoic acid), N1CCCCC1 (piperidine). Run in C1(=CC=CC=C1)C (toluene). Reaction conditions: temperature 150 celsius. Product: C(C)OC1=NC(=NC2=CC=C(C=C12)C=C1C(N=C(S1)NCCC1=CC(=CC=C1)F)=O)NC (5-(4-ethoxy-2-methylamino-quinazolin-6-ylmethylene)-2-[2-(3-fluoro-phenyl)-ethylamino]-thiazol-4-one). RXN SMILES: [F:1][C:2]1[CH:3]=[C:4]([CH2:8][CH2:9][NH:10][C:11]2[S:12][CH2:13][C:14](=[O:16])[N:15]=2)[CH:5]=[CH:6][CH:7]=1.[CH2:17]([O:19][C:20]1[C:29]2[C:24](=[CH:25][CH:26]=[C:27]([CH:30]=O)[CH:28]=2)[N:23]=[C:22]([NH:32][CH3:33])[N:21]=1)[CH3:18].C(O)(=O)C1C=CC=CC=1.N1CCCCC1>C1(C)C=CC=CC=1>[CH2:17]([O:19][C:20]1[C:29]2[C:24](=[CH:25][CH:26]=[C:27]([CH:30]=[C:13]3[S:12][C:11]([NH:10][CH2:9][CH2:8][C:4]4[CH:5]=[CH:6][CH:7]=[C:2]([F:1])[CH:3]=4)=[N:15][C:14]3=[O:16])[CH:28]=2)[N:23]=[C:22]([NH:32][CH3:33])[N:21]=1)[CH3:18]. Procedure details: To a suspension of 2-[2-(3-fluoro-phenyl)-ethylamino]-thiazol-4-one (example 10c, 38.1 mg, 0.16 mmole), and 4-ethoxy-2-methylamino-quinazoline-6-carbaldehyde (example 12f, 45.5 mg, 0.20 mmole) in 2 mL of toluene in a microwave tube were added benzoic acid (2.0 mg, 0.016 mmole) and piperidine (1.5 mg, 0.02 mmole). The reaction mixture was heated to 150° C. with microwave for 30 min. The reaction mixture was then cooled to r.t. and the solid was filtered off, washed with toluene, MeOH and ether to...